From a dataset of the Open Reaction Database (ORD), a public repository of structured organic reaction records. describe an organic reaction: reactants, conditions, products, and yield The reactants are ClC(Cl)Cl, O=C(OO)c1cccc(Cl)c1, O=P(Cl)(Cl)Cl, Cc1ccc(S(=O)(=O)Nc2ccc3cnccc3c2)cc1. Yields the product Cc1ccc(S(=O)(=O)Nc2ccc3c(Cl)nccc3c2)cc1. As a reaction SMILES: [CH:38]([Cl:39])([Cl:40])[Cl:41].[Cl:22][c:23]1[cH:24][cH:25][cH:26][c:27]([C:28]([O:29][OH:30])=[O:31])[cH:32]1.[P:33]([Cl:34])([Cl:35])([Cl:36])=[O:37].[c:1]1([CH3:21])[cH:2][cH:3][c:4]([S:7](=[O:8])(=[O:9])[NH:10][c:11]2[cH:12][c:13]3[cH:14][cH:15][n:16][cH:17][c:18]3[cH:19][cH:20]2)[cH:5][cH:6]1>>[c:1]1([CH3:21])[cH:2][cH:3][c:4]([S:7](=[O:8])(=[O:9])[NH:10][c:11]2[cH:12][c:13]3[cH:14][cH:15][n:16][c:17]([Cl:22])[c:18]3[cH:19][cH:20]2)[cH:5][cH:6]1. Reactants: CC(=O)c1sccc1CN1C(=O)C(NC(=O)OC(C)(C)C)N=C(C2CCCCC2)c2ccccc21, CCOC(C)=O, Cl. The product is CC(=O)c1sccc1CN1C(=O)C(N)N=C(C2CCCCC2)c2ccccc21. Reaction SMILES: [C:1]([CH3:2])(=[O:3])[c:4]1[s:5][cH:6][cH:7][c:8]1[CH2:9][N:10]1[C:11](=[O:35])[CH:12]([NH:27][C:28]([O:29][C:30]([CH3:31])([CH3:32])[CH3:33])=[O:34])[N:13]=[C:14]([CH:21]2[CH2:22][CH2:23][CH2:24][CH2:25][CH2:26]2)[c:15]2[c:16]1[cH:17][cH:18][cH:19][cH:20]2.[CH3:37][CH2:38][O:39][C:40](=[O:41])[CH3:42].[ClH:36]>>[C:1]([CH3:2])(=[O:3])[c:4]1[s:5][cH:6][cH:7][c:8]1[CH2:9][N:10]1[C:11](=[O:35])[CH:12]([NH2:27])[N:13]=[C:14]([CH:21]2[CH2:22][CH2:23][CH2:24][CH2:25][CH2:26]2)[c:15]2[c:16]1[cH:17][cH:18][cH:19][cH:20]2.